describe an organic reaction: reactants, conditions, products, and yield From a dataset of the Open Reaction Database (ORD), a public repository of structured organic reaction records. The reactants are [N+](=O)([O-])C=1C=C(C=O)C=CC1 (m-nitrobenzaldehyde), aqueous solution, NO (hydroxylamine). The solvent is O (water). The product is [N+](=O)([O-])C=1C=C(C=NO)C=CC1 (m-nitrobenzaldoxime). The yield is 98.0%. Reaction SMILES: [N+:1]([C:4]1[CH:5]=[C:6]([CH:9]=[CH:10][CH:11]=1)[CH:7]=O)([O-:3])=[O:2].[NH2:12][OH:13]>O>[N+:1]([C:4]1[CH:5]=[C:6]([CH:9]=[CH:10][CH:11]=1)[CH:7]=[N:12][OH:13])([O-:3])=[O:2]. Reported procedure: To 5 l of water warmed at 50° C. was 453 g (3 mol) of m-nitrobenzaldehyde added and then, 218 g (3.3 mol) of a 50% aqueous solution of hydroxylamine (manufactured by Nisshin Kako) was added dropwise under stirring and further, stirred at the same temperature for 3 hours. Thereafter the mixture was cooled to room temperature, filtered, washed with water and dried. 488 g of m-nitrobenzaldoxime was obtained. Yield 98%; M.P. 118°-121° C. Starting materials: FC1=CC=C(C=C1)B(O)O (4-fluorophenylboronic acid), C(=O)([O-])[O-].[Na+].[Na+] (Na2CO3), N#N (N2), ClC1=NC(C2=C(C3=C1C=CC=C3)C(=NO2)C)C(F)(F)F (6-chloro-1-methyl-4-(trifluoromethyl)-4H-benzo[c]isoxazolo[4,5-e]azepine). The reagents and catalysts are C=1C=CC(=CC1)[P](C=2C=CC=CC2)(C=3C=CC=CC3)[Pd]([P](C=4C=CC=CC4)(C=5C=CC=CC5)C=6C=CC=CC6)([P](C=7C=CC=CC7)(C=8C=CC=CC8)C=9C=CC=CC9)[P](C=1C=CC=CC1)(C=1C=CC=CC1)C=1C=CC=CC1 (Pd(Ph3P)4). Run in C1(=CC=CC=C1)C (toluene), O (water), CCOC(=O)C (EtOAc). Reaction conditions: temperature 100 celsius. The product is FC1=CC=C(C=C1)C1=NC(C2=C(C3=C1C=CC=C3)C(=NO2)C)C(F)(F)F (6-(4-fluorophenyl)-1-methyl-4-(trifluoromethyl)-4H-benzo[c]isoxazolo[4,5-e]azepine). Yield: 49.4%. RXN SMILES: [F:1][C:2]1[CH:7]=[CH:6][C:5](B(O)O)=[CH:4][CH:3]=1.N#N.Cl[C:14]1[C:20]2[CH:21]=[CH:22][CH:23]=[CH:24][C:19]=2[C:18]2[C:25]([CH3:28])=[N:26][O:27][C:17]=2[CH:16]([C:29]([F:32])([F:31])[F:30])[N:15]=1.C([O-])([O-])=O.[Na+].[Na+]>C1(C)C=CC=CC=1.O.CCOC(C)=O.C1C=CC([P]([Pd]([P](C2C=CC=CC=2)(C2C=CC=CC=2)C2C=CC=CC=2)([P](C2C=CC=CC=2)(C2C=CC=CC=2)C2C=CC=CC=2)[P](C2C=CC=CC=2)(C2C=CC=CC=2)C2C=CC=CC=2)(C2C=CC=CC=2)C2C=CC=CC=2)=CC=1>[F:1][C:2]1[CH:7]=[CH:6][C:5]([C:14]2[C:20]3[CH:21]=[CH:22][CH:23]=[CH:24][C:19]=3[C:18]3[C:25]([CH3:28])=[N:26][O:27][C:17]=3[CH:16]([C:29]([F:30])([F:32])[F:31])[N:15]=2)=[CH:4][CH:3]=1 |f:3.4.5,^1:56,58,77,96|. Procedure: To a resealable vial was added Pd(Ph3P)4 (20.33 mg, 0.018 mmol) and 4-fluorophenylboronic acid (49.2 mg, 0.352 mmol) before the vial was sealed and evacuated/backfilled with N2 (3×). To the vial was added 6-chloro-1-methyl-4-(trifluoromethyl)-4H-benzo[c]isoxazolo[4,5-e]azepine (52.9 mg, 0.176 mmol) dissolved in toluene (500 μL) and Na2CO3 (2M, 176 μl, 0.352 mmol). The solution was heated to 100° C. for 2 h before cooling to room temperature and diluting with water and EtOAc. The layers were sepa...